This data is from the Open Reaction Database (ORD), a public repository of structured organic reaction records. The task is: describe an organic reaction: reactants, conditions, products, and yield Reactants: CCOC(=O)CC, [Li]CCCC, CC(C)NC1CCCCC1, O=C(c1ccc(F)cc1)c1ccc(F)cc1, C1CCOC1. Product: CCOC(=O)C(C)C(O)(c1ccc(F)cc1)c1ccc(F)cc1. Reaction SMILES: [C:16]([CH2:17][CH3:18])(=[O:19])[O:20][CH2:21][CH3:22].[CH2:1]([Li:2])[CH2:3][CH2:4][CH3:5].[CH:6]([NH:7][CH:8]1[CH2:9][CH2:10][CH2:11][CH2:12][CH2:13]1)([CH3:14])[CH3:15].[F:23][c:24]1[cH:25][cH:26][c:27]([C:28](=[O:29])[c:30]2[cH:31][cH:32][c:33]([F:36])[cH:34][cH:35]2)[cH:37][cH:38]1.[O:39]1[CH2:40][CH2:41][CH2:42][CH2:43]1>>[C:16]([CH:17]([CH3:18])[C:28]([c:27]1[cH:26][cH:25][c:24]([F:23])[cH:38][cH:37]1)([OH:29])[c:30]1[cH:31][cH:32][c:33]([F:36])[cH:34][cH:35]1)(=[O:19])[O:20][CH2:21][CH3:22]. Starting materials: Cl (HCl), [N+](CCCC)(CCCC)(CCCC)CCCC.[F-] (n-Bu4NF), C[Si](CCSC1=CC=C2C(=CC(OC2=C1)=O)C1=COC=C1)(C)C (7-(2-Trimethylsilylethylthio)-4-(furan-3-yl)coumarin). Solvent: C1CCOC1 (THF), CN(C)C=O (DMF), O (H2O). Conditions: time 2 hour. Product: SC1=CC=C2C(=CC(OC2=C1)=O)C1=COC=C1 (7-Mercapto-4-(furan-3-yl)coumarin). Isolated yield 90.8%. Reaction SMILES: C[Si](C)(C)CC[S:5][C:6]1[CH:15]=[C:14]2[C:9]([C:10]([C:17]3[CH:21]=[CH:20][O:19][CH:18]=3)=[CH:11][C:12](=[O:16])[O:13]2)=[CH:8][CH:7]=1.[N+](CCCC)(CCCC)(CCCC)CCCC.[F-].Cl>CN(C=O)C.C1COCC1.O>[SH:5][C:6]1[CH:15]=[C:14]2[C:9]([C:10]([C:17]3[CH:21]=[CH:20][O:19][CH:18]=3)=[CH:11][C:12](=[O:16])[O:13]2)=[CH:8][CH:7]=1 |f:1.2|. Procedure: The coumarin from Step 1 (963 mg) was dissolved in DMF (25 mL) and to this solution there was added n-Bu4NF (1M) in THF (8.4 mL). The mixture was stirred at r.t. for 2 h, poured onto 1N aqueous HCl (50 mL), diluted with H2O (50mL) and filtered to afford the title compound (620 mg) as a tan. solid. m.p.: 167°-170° C. The reactants are O1C(COC2=C1C=CC=C2)CC=O (1,4-benzodioxan-2-yl-acetaldehyde), OC1(CCNCC1)C1=CC=CC=C1 (4-hydroxy-4-phenylpiperidine), Cl (hydrogen chloride), OC1(CCN(CC1)C=CC1COC2=C(O1)C=CC=C2)C2=CC=CC=C2 (2-[2-(4-hydroxy-4-phenylpiperidino)-vinyl]-1,4-benzodioxan), C(#N)[BH3-].[Na+] (sodium cyanoborohydride), [OH-].[Na+] (sodium hydroxide). Solvent: CO (methanol), CO (methanol). Run at time 1 hour. Product: Cl.OC1(CCN(CC1)CCC1COC2=C(O1)C=CC=C2)C2=CC=CC=C2 (2-[2-(4-hydroxy-4-phenylpiperidino)ethyl]-1,4-benzodioxan hydrochloride). Reaction SMILES: O1C2C=CC=CC=2OCC1CC=O.OC1(C2C=CC=CC=2)CCNCC1.[ClH:27].[OH:28][C:29]1([C:47]2[CH:52]=[CH:51][CH:50]=[CH:49][CH:48]=2)[CH2:34][CH2:33][N:32]([CH:35]=[CH:36][CH:37]2[O:42][C:41]3[CH:43]=[CH:44][CH:45]=[CH:46][C:40]=3[O:39][CH2:38]2)[CH2:31][CH2:30]1.C([BH3-])#N.[Na+].[OH-].[Na+]>CO>[ClH:27].[OH:28][C:29]1([C:47]2[CH:52]=[CH:51][CH:50]=[CH:49][CH:48]=2)[CH2:30][CH2:31][N:32]([CH2:35][CH2:36][CH:37]2[O:42][C:41]3[CH:43]=[CH:44][CH:45]=[CH:46][C:40]=3[O:39][CH2:38]2)[CH2:33][CH2:34]1 |f:4.5,6.7,9.10|. Procedure: To the solution of 10 g of 1,4-benzodioxan-2-yl-acetaldehyde and 12.7 g of 4-hydroxy-4-phenylpiperidine in 300 ml of methanol is added 8 ml of 4.5 N ethanolic hydrogen chloride at which conditions the 2-[2-(4-hydroxy-4-phenylpiperidino)-vinyl]-1,4-benzodioxan is formed in situ. After standing for one hour, at room temperature the solution of 2.4 g of sodium cyanoborohydride in 30 ml of methanol is added dropwise while stirring. After one hour the solution is made strongly basic with aqueous sodi... The reactants are Br.CN1C(N(C(C2=CC(=CC=C12)C)=O)C1CCNCC1)=O (1,2,3,4-tetrahydro-1,6-dimethyl-2,4-dioxo-3-(4-piperidinyl)quinazoline hydrobromide), Br.CN1C(N(C(C2=CC(=CC=C12)C)=O)C1CCNCC1)=O (1,2,3,4-tetrahydro-1,6-dimethyl-2,4-dioxo-3-(4-piperidinyl)quinazoline hydrobromide), ClC1=NC=NC2=CC(=CC=C12)OC (4-chloro-7-methoxyquinazoline). Product: COC1=CC=C2C(=NC=NC2=C1)N1CCC(CC1)N1C(N(C2=CC=C(C=C2C1=O)C)C)=O (1,2,3,4-Tetrahydro-3-[1-(7-methoxy-4-quinazolinyl)-4-piperidinyl]-1,6-dimethyl-2,4-dioxoquinazoline). Isolated yield 22.0%. As a reaction SMILES: Br.[CH3:2][N:3]1[C:12]2[C:7](=[CH:8][C:9]([CH3:13])=[CH:10][CH:11]=2)[C:6](=[O:14])[N:5]([CH:15]2[CH2:20][CH2:19][NH:18][CH2:17][CH2:16]2)[C:4]1=[O:21].Cl[C:23]1[C:32]2[C:27](=[CH:28][C:29]([O:33][CH3:34])=[CH:30][CH:31]=2)[N:26]=[CH:25][N:24]=1>>[CH3:34][O:33][C:29]1[CH:28]=[C:27]2[C:32]([C:23]([N:18]3[CH2:19][CH2:20][CH:15]([N:5]4[C:6](=[O:14])[C:7]5[C:12](=[CH:11][CH:10]=[C:9]([CH3:13])[CH:8]=5)[N:3]([CH3:2])[C:4]4=[O:21])[CH2:16][CH2:17]3)=[N:24][CH:25]=[N:26]2)=[CH:31][CH:30]=1 |f:0.1|. Reported procedure: The procedure similar to that described in Example 57 was repeated, except that 354.0 g (1.0 mmol) of 1,2,3,4-tetrahydro-1,6-dimethyl-2,4-dioxo-3-(4-piperidinyl)-quinazoline hydrobromide (Compound v) obtained in Example 41 was used and 4-chloro-7-methoxyquinazoline was used in place of 4-chloro-6,7-dimethoxyquinazoline. As a result, 96.2 mg (yield: 22%) of Compound 85 was obtained as white crystals.